From a dataset of the Open Reaction Database (ORD), a public repository of structured organic reaction records. describe an organic reaction: reactants, conditions, products, and yield The reactants are ClCCNC(=C[N+](=O)[O-])NC (N-(2-chloroethyl)-N'-methyl-2-nitro-1,1-ethenediamine), C(C(=O)O)(=O)O.CN(C)CC1=CC=C(O1)CS (5-[(dimethylamino)methyl]-2-furanmethanethiol oxalate), C([O-])([O-])=O.[K+].[K+] (potassium carbonate). The solvent is O (water), O1CCCC1 (tetrahydrofuran). Conditions: time 5 day. The product is CN(C)CC1=CC=C(O1)CSCCNC(=C[N+](=O)[O-])NC (N-[2-[[5-[(Dimethylamino)methyl]-2-furanylmethyl]thio]ethyl]-N'-methyl-2-nitro-1,1-ethenediamine). The yield is 63.9%. Reaction SMILES: Cl[CH2:2][CH2:3][NH:4][C:5]([NH:10][CH3:11])=[CH:6][N+:7]([O-:9])=[O:8].C(O)(=O)C(O)=O.[CH3:18][N:19]([CH2:21][C:22]1[O:26][C:25]([CH2:27][SH:28])=[CH:24][CH:23]=1)[CH3:20].C(=O)([O-])[O-].[K+].[K+]>O.O1CCCC1>[CH3:20][N:19]([CH2:21][C:22]1[O:26][C:25]([CH2:27][S:28][CH2:2][CH2:3][NH:4][C:5]([NH:10][CH3:11])=[CH:6][N+:7]([O-:9])=[O:8])=[CH:24][CH:23]=1)[CH3:18] |f:1.2,3.4.5|. Reported procedure: A mixture of N-(2-chloroethyl)-N'-methyl-2-nitro-1,1-ethenediamine (0.9 g), 5-[(dimethylamino)methyl]-2-furanmethanethiol oxalate (1:1) (1.3 g) and potassium carbonate (2.7 g) in water (10 ml) and tetrahydrofuran (10 ml) was stirred under nitrogen at room temperature for 5 days. The suspension was evaporated in vacuo, the residue mixed with water (40 ml) and the suspension extracted with ether (2×30 ml). The aqueous fraction was evaporated in vacuo and the residue evaporated with ethanol (2×10 m... Product: O=C(OC1CCC(c2cc(F)cc(F)c2)C(O)c2cccnc21)N1CCC(n2c(=O)[nH]c3ncccc32)CC1. As a reaction SMILES: [C:1](=[O:2])([O-:3])[O-:4].[CH3:49][OH:50].[K+:5].[K+:6].[O:7]=[c:8]1[n:9]([CH:17]2[CH2:18][CH2:19][N:20]([C:23](=[O:24])[O:25][CH:26]3[CH2:27][CH2:28][CH:29]([c:41]4[cH:42][c:43]([F:48])[cH:44][c:45]([F:47])[cH:46]4)[CH:30]([O:37][C:38](=[O:39])[CH3:40])[c:31]4[c:32]3[n:33][cH:34][cH:35][cH:36]4)[CH2:21][CH2:22]2)[c:10]2[c:11]([n:12][cH:13][cH:14][cH:15]2)[nH:16]1>>[O:7]=[c:8]1[n:9]([CH:17]2[CH2:18][CH2:19][N:20]([C:23](=[O:24])[O:25][CH:26]3[CH2:27][CH2:28][CH:29]([c:41]4[cH:42][c:43]([F:48])[cH:44][c:45]([F:47])[cH:46]4)[CH:30]([OH:37])[c:31]4[c:32]3[n:33][cH:34][cH:35][cH:36]4)[CH2:21][CH2:22]2)[c:10]2[c:11]([n:12][cH:13][cH:14][cH:15]2)[nH:16]1. Starting materials: O=C([O-])[O-], CO, [K+], [K+], CC(=O)OC1c2cccnc2C(OC(=O)N2CCC(n3c(=O)[nH]c4ncccc43)CC2)CCC1c1cc(F)cc(F)c1. Starting materials: B, C1CCOC1, C1CCOC1, C=C(CCCCC)c1ccc2c(c1)SCCC2(C)C, Cl, [Na+], [OH-], O, OO. The product is CCCCCC(CO)c1ccc2c(c1)SCCC2(C)C. Reaction SMILES: [BH3:20].[CH2:21]1[CH2:24][CH2:23][CH2:22][O:25]1.[CH2:31]1[O:32][CH2:33][CH2:34][CH2:35]1.[CH3:1][C:2]1([CH3:19])[CH2:3][CH2:4][S:5][c:6]2[cH:7][c:8]([C:12]([CH2:13][CH2:14][CH2:15][CH2:16][CH3:17])=[CH2:18])[cH:9][cH:10][c:11]21.[ClH:30].[Na+:27].[OH-:26].[OH2:36].[OH:28][OH:29]>>[CH3:1][C:2]1([CH3:19])[CH2:3][CH2:4][S:5][c:6]2[cH:7][c:8]([CH:12]([CH2:13][CH2:14][CH2:15][CH2:16][CH3:17])[CH2:18][OH:25])[cH:9][cH:10][c:11]21.